This data is from the Open Reaction Database (ORD), a public repository of structured organic reaction records. The task is: describe an organic reaction: reactants, conditions, products, and yield Reactants: C(C)(C)C=1C(NC(NC1SC1=CC(=CC(=C1)C)C)=O)=O (5-Isopropyl-6-(3,5-dimethylphenyl)thio-2,4-pyrimidinedione), N1=CC(=CC=C1)CCl (3-picolyl chloride). The product is N1=CC(=CC=C1)CN1C(NC(C(=C1SC1=CC(=CC(=C1)C)C)C(C)C)=O)=O (1-(Pyridin-3-ylmethyl)-5-isopropyl-6-(3,5-dimethylphenyl)thio-2,4-pyrimidinedione). The yield is 23.1%. RXN SMILES: [CH:1]([C:4]1[C:5](=[O:20])[NH:6][C:7](=[O:19])[NH:8][C:9]=1[S:10][C:11]1[CH:16]=[C:15]([CH3:17])[CH:14]=[C:13]([CH3:18])[CH:12]=1)([CH3:3])[CH3:2].[N:21]1[CH:26]=[CH:25][CH:24]=[C:23]([CH2:27]Cl)[CH:22]=1>>[N:21]1[CH:26]=[CH:25][CH:24]=[C:23]([CH2:27][N:8]2[C:9]([S:10][C:11]3[CH:12]=[C:13]([CH3:18])[CH:14]=[C:15]([CH3:17])[CH:16]=3)=[C:4]([CH:1]([CH3:3])[CH3:2])[C:5](=[O:20])[NH:6][C:7]2=[O:19])[CH:22]=1. Procedure: 5-Isopropyl-6-(3,5-dimethylphenyl)thio-2,4-pyrimidinedione and 3-picolyl chloride were reacted by the same way with the example 1 to obtain the titled compound (88 mg, yield: 23.1%). Reactants: CC(=O)O[BH-](OC(C)=O)OC(C)=O, CCOC(=O)N1CCNCC1, CCOC(C)=O, O=Cc1nnn(-c2cccc(Cl)c2)n1, ClCCCl, [Na+]. Product: CCOC(=O)N1CCN(Cc2nnn(-c3cccc(Cl)c3)n2)CC1. Reaction SMILES: [C:26]([O:27][BH-:28]([O:29][C:30](=[O:31])[CH3:32])[O:33][C:34](=[O:35])[CH3:36])(=[O:37])[CH3:38].[CH2:15]([CH3:16])[O:17][C:18](=[O:19])[N:20]1[CH2:21][CH2:22][NH:23][CH2:24][CH2:25]1.[CH3:40][CH2:41][O:42][C:43](=[O:44])[CH3:45].[Cl:1][c:2]1[cH:3][c:4](-[n:8]2[n:9][c:10]([CH:13]=[O:14])[n:11][n:12]2)[cH:5][cH:6][cH:7]1.[Cl:46][CH2:47][CH2:48][Cl:49].[Na+:39]>>[Cl:1][c:2]1[cH:3][c:4](-[n:8]2[n:9][c:10]([CH2:13][N:23]3[CH2:22][CH2:21][N:20]([C:18]([O:17][CH2:15][CH3:16])=[O:19])[CH2:25][CH2:24]3)[n:11][n:12]2)[cH:5][cH:6][cH:7]1. Starting materials: CCc1ccc(C(=O)N2CCC3(CC2)Oc2cc(CO)ccc2-n2cccc23)cc1OC, ClCCl. Product: CCc1ccc(C(=O)N2CCC3(CC2)Oc2cc(C=O)ccc2-n2cccc23)cc1OC. As a reaction SMILES: [CH2:1]([CH3:2])[c:3]1[c:4]([O:31][CH3:32])[cH:5][c:6]([C:9](=[O:10])[N:11]2[CH2:12][CH2:13][C:14]3([CH2:15][CH2:16]2)[O:17][c:18]2[c:19]([cH:25][cH:26][c:27]([CH2:29][OH:30])[cH:28]2)-[n:20]2[c:21]3[cH:22][cH:23][cH:24]2)[cH:7][cH:8]1.[Cl:33][CH2:34][Cl:35]>>[CH2:1]([CH3:2])[c:3]1[c:4]([O:31][CH3:32])[cH:5][c:6]([C:9](=[O:10])[N:11]2[CH2:12][CH2:13][C:14]3([CH2:15][CH2:16]2)[O:17][c:18]2[c:19]([cH:25][cH:26][c:27]([CH:29]=[O:30])[cH:28]2)-[n:20]2[c:21]3[cH:22][cH:23][cH:24]2)[cH:7][cH:8]1. The reactants are C1=CC=C(C=C1)C(=O)O[C@@H]([C@@H](C(=O)O)OC(=O)C2=CC=CC=C2)C(=O)O.O (D-DBTA), CC(C)C[C@@H](C1(CCC1)C2=CC=C(C=C2)Cl)N(C)C ((−)-sibutramine), C([O-])(O)=O.[Na+] (sodium bicarbonate). The product is CC(C)C[C@H](C1(CCC1)C2=CC=C(C=C2)Cl)N(C)C ((+)-sibutramine). As a reaction SMILES: C1C=CC(C(O[C@H](C(O)=O)[C@H](OC(C2C=CC=CC=2)=O)C(O)=O)=O)=CC=1.O.[CH3:28][CH:29]([CH2:31][C@H:32]([N:44]([CH3:46])[CH3:45])[C:33]1([C:37]2[CH:42]=[CH:41][C:40]([Cl:43])=[CH:39][CH:38]=2)[CH2:36][CH2:35][CH2:34]1)[CH3:30].C(=O)(O)[O-].[Na+]>>[CH3:30][CH:29]([CH2:31][C@@H:32]([N:44]([CH3:45])[CH3:46])[C:33]1([C:37]2[CH:42]=[CH:41][C:40]([Cl:43])=[CH:39][CH:38]=2)[CH2:34][CH2:35][CH2:36]1)[CH3:28] |f:0.1,3.4|. Procedure: The filtrate obtained by filtration after reacting with L-DBTA was neutralized to pH 8.5 with sodium hydroxide, and then extracted with chloroform to obtain (+)-sibutramine, which was nearly pure (+)-isomer. D-DBTA was added thereto to obtain crystals and the crystals were recrystallized from 450 ml of isopropyl alcohol to obtain D-DBTA salt of (+)-sibutramine (ee: ≧99.3%). The D-DBTA salt of (−)-sibutramine was neutralized to pH 8.5 with saturated sodium bicarbonate, and then extracted with chl... Reactants: ice, OC1=CC=C(C=C1)C(C1=CC=C(C=C1)/C=C/C(=O)OC(C)(C)C)=C1CCSCC1 (1,1-Dimethylethyl (2E)-3-{4-[(4-hydroxyphenyl)(tetrahydro-4H-thiopyran-4-ylidene)methyl]phenyl}-2-propenoate), C(=O)(C(F)(F)F)O (TFA). Solvent: C(Cl)Cl (CH2Cl2). Reaction conditions: temperature 0 celsius, time 3 hour. Product: OC1=CC=C(C=C1)C(C1=CC=C(C=C1)/C=C/C(=O)O)=C1CCSCC1 ((2E)-3-{4-[(4-Hydroxyphenyl)(tetrahydro-4H-thiopyran-4-ylidene)methyl]phenyl}-2-propenoic acid), foam. The yield is 54.0%. Reaction SMILES: [OH:1][C:2]1[CH:7]=[CH:6][C:5]([C:8](=[C:24]2[CH2:29][CH2:28][S:27][CH2:26][CH2:25]2)[C:9]2[CH:14]=[CH:13][C:12](/[CH:15]=[CH:16]/[C:17]([O:19]C(C)(C)C)=[O:18])=[CH:11][CH:10]=2)=[CH:4][CH:3]=1.C(O)(C(F)(F)F)=O>C(Cl)Cl>[OH:1][C:2]1[CH:3]=[CH:4][C:5]([C:8](=[C:24]2[CH2:25][CH2:26][S:27][CH2:28][CH2:29]2)[C:9]2[CH:14]=[CH:13][C:12](/[CH:15]=[CH:16]/[C:17]([OH:19])=[O:18])=[CH:11][CH:10]=2)=[CH:6][CH:7]=1. Procedure: To an ice-cooled solution of 37 (0.16 g, 0.392 mmol) in dry CH2Cl2 (2 mL) was added TFA (2 mL) slowly. After stirring at 0° C. for 3 h, the reaction mixture was concentrated to give a yellow solid. The crude product was purified by flash column chromatography on silica gel using a CH2Cl2:MeOH gradient (100:0 to 0:100) to give compound 38 a yellow foam (0.074 g, 54%). 1H NMR (400 MHz, DMSO-d6): δ 2.42-2.46 (m, 4H), 2.63-2.66 (m, 4H), 6.46 (d, J=16 Hz, 1H), 6.68 (d, J=8.4 Hz, 2H), 6.87 (d, J=8.5 H...